Dataset: the Open Reaction Database (ORD), a public repository of structured organic reaction records. Task: describe an organic reaction: reactants, conditions, products, and yield Reactants: CCOC(C)=O, COc1ncc(C(CO[Si](C)(C)C(C)(C)C)N=[N+]=[N-])cn1. The product is COc1ncc(C(N)CO[Si](C)(C)C(C)(C)C)cn1. Reaction SMILES: [CH3:22][CH2:23][O:24][C:25](=[O:26])[CH3:27].[N:1](=[N+:2]=[N-:3])[CH:4]([CH2:5][O:6][Si:7]([CH3:8])([CH3:9])[C:10]([CH3:11])([CH3:12])[CH3:13])[c:14]1[cH:15][n:16][c:17]([O:20][CH3:21])[n:18][cH:19]1>>[NH2:1][CH:4]([CH2:5][O:6][Si:7]([CH3:8])([CH3:9])[C:10]([CH3:11])([CH3:12])[CH3:13])[c:14]1[cH:15][n:16][c:17]([O:20][CH3:21])[n:18][cH:19]1. The reactants are CCO, CC1CN(C(=O)COc2ccc(Cl)cc2[N+](=O)[O-])C(C)CN1Cc1ccc(F)cc1. The product is CC1CN(C(=O)COc2ccc(Cl)cc2N)C(C)CN1Cc1ccc(F)cc1. RXN SMILES: [CH3:31][CH2:32][OH:33].[Cl:1][c:2]1[cH:3][c:4]([N+:28]([O-:29])=[O:30])[c:5]([O:6][CH2:7][C:8](=[O:9])[N:10]2[CH:11]([CH3:25])[CH2:12][N:13]([CH2:17][c:18]3[cH:19][cH:20][c:21]([F:24])[cH:22][cH:23]3)[CH:14]([CH3:16])[CH2:15]2)[cH:26][cH:27]1>>[Cl:1][c:2]1[cH:3][c:4]([NH2:28])[c:5]([O:6][CH2:7][C:8](=[O:9])[N:10]2[CH:11]([CH3:25])[CH2:12][N:13]([CH2:17][c:18]3[cH:19][cH:20][c:21]([F:24])[cH:22][cH:23]3)[CH:14]([CH3:16])[CH2:15]2)[cH:26][cH:27]1. RXN SMILES: [CH3:37][OH:38].[CH3:39][CH2:40][O:41][C:42](=[O:43])[CH3:44].[Cl:26][c:27]1[cH:28][cH:29][c:30]([S:33](=[O:34])(=[O:35])[Cl:36])[cH:31][cH:32]1.[H:24][H:25].[N:1](=[N+:2]=[N-:3])[CH2:4][CH2:5][c:6]1[cH:7][c:8]([CH2:9][CH:10]2[CH2:11][C:12]([O:16][CH2:17][CH:18]([CH3:19])[CH3:20])=[CH:13][C:14]2=[O:15])[cH:21][cH:22][cH:23]1>>[NH:1]([CH2:4][CH2:5][c:6]1[cH:7][c:8]([CH2:9][CH:10]2[CH2:11][C:12]([O:16][CH2:17][CH:18]([CH3:19])[CH3:20])=[CH:13][C:14]2=[O:15])[cH:21][cH:22][cH:23]1)[S:33]([c:30]1[cH:29][cH:28][c:27]([Cl:26])[cH:32][cH:31]1)(=[O:34])=[O:35]. Starting materials: CO, CCOC(C)=O, O=S(=O)(Cl)c1ccc(Cl)cc1, [H][H], CC(C)COC1=CC(=O)C(Cc2cccc(CCN=[N+]=[N-])c2)C1. The product is CC(C)COC1=CC(=O)C(Cc2cccc(CCNS(=O)(=O)c3ccc(Cl)cc3)c2)C1. Reactants: N#Cc1cccc(N(C(=O)NC2CCN(Cc3ccccc3)CC2)C2CCCCCC2)c1, C1=CCCCC1, CCO, [OH-], [OH-], [Pd+2]. Product: N#Cc1cccc(N(C(=O)NC2CCNCC2)C2CCCCCC2)c1. Reaction SMILES: [C:1](#[N:2])[c:3]1[cH:4][c:5]([N:9]([C:10](=[O:11])[NH:12][CH:13]2[CH2:14][CH2:15][N:16]([CH2:19][c:20]3[cH:21][cH:22][cH:23][cH:24][cH:25]3)[CH2:17][CH2:18]2)[CH:26]2[CH2:27][CH2:28][CH2:29][CH2:30][CH2:31][CH2:32]2)[cH:6][cH:7][cH:8]1.[CH2:36]1[CH2:37][CH:38]=[CH:39][CH2:40][CH2:41]1.[CH3:33][CH2:34][OH:35].[OH-:42].[OH-:44].[Pd+2:43]>>[C:1](#[N:2])[c:3]1[cH:4][c:5]([N:9]([C:10](=[O:11])[NH:12][CH:13]2[CH2:14][CH2:15][NH:16][CH2:17][CH2:18]2)[CH:26]2[CH2:27][CH2:28][CH2:29][CH2:30][CH2:31][CH2:32]2)[cH:6][cH:7][cH:8]1. Starting materials: COC(C1=CC(=C(C=C1)S(N[C@@H](CC(=O)OC(C)(C)C)C(N)=O)(=O)=O)O)=O.C1(=CC=CC=C1)O (phenol 4-((S)-2-tert-butoxycarbonyl-1-carbamoyl-ethylsulfamoyl)-3-hydroxy-benzoic acid methyl ester), N1=CC=CC2=C(C=CC=C12)CCO (2-quinolin-5-yl-ethanol), C1(=CC=CC=C1)P(C1=CC=CC=C1)C1=CC=CC=C1 (triphenyl phosphine), N(=NC(=O)OCC)C(=O)OCC (diethyl azodicarboxylate). The solvent is C1CCOC1 (THF). Conditions: time 12 hour. Yields the product COC(C1=CC(=C(C=C1)S(N[C@@H](CC(=O)OC(C)(C)C)C(N)=O)(=O)=O)OCCC1=C2C=CC=NC2=CC=C1)=O (4-((S)-2-tert-Butoxycarbonyl-1-carbamoyl-ethylsulfamoyl)-3-(2-quinolin-5-yl-ethoxy)-benzoic acid methyl ester). As a reaction SMILES: [CH3:1][O:2][C:3](=[O:27])[C:4]1[CH:9]=[CH:8][C:7]([S:10](=[O:25])(=[O:24])[NH:11][C@H:12]([C:21](=[O:23])[NH2:22])[CH2:13][C:14]([O:16][C:17]([CH3:20])([CH3:19])[CH3:18])=[O:15])=[C:6]([OH:26])[CH:5]=1.C1(O)C=CC=CC=1.[N:35]1[C:44]2[C:39](=[C:40]([CH2:45][CH2:46]O)[CH:41]=[CH:42][CH:43]=2)[CH:38]=[CH:37][CH:36]=1.C1(P(C2C=CC=CC=2)C2C=CC=CC=2)C=CC=CC=1.N(C(OCC)=O)=NC(OCC)=O>C1COCC1>[CH3:1][O:2][C:3](=[O:27])[C:4]1[CH:9]=[CH:8][C:7]([S:10](=[O:24])(=[O:25])[NH:11][C@H:12]([C:21](=[O:23])[NH2:22])[CH2:13][C:14]([O:16][C:17]([CH3:20])([CH3:19])[CH3:18])=[O:15])=[C:6]([O:26][CH2:46][CH2:45][C:40]2[CH:41]=[CH:42][CH:43]=[C:44]3[C:39]=2[CH:38]=[CH:37][CH:36]=[N:35]3)[CH:5]=1 |f:0.1|. Procedure: To a solution of phenol 4-((S)-2-tert-butoxycarbonyl-1-carbamoyl-ethylsulfamoyl)-3-hydroxy-benzoic acid methyl ester (3.0 g, 7.50 mmol) in dry THF (50 mL) at 0° C. was added 2-quinolin-5-yl-ethanol (1.30 g, 7.5.0 mmol) and triphenyl phosphine (3.90 g, 15.0 mmol) then followed by dropwise addition of diethyl azodicarboxylate (2.40 mL, 15.0 mmol). The reaction mixture was allowed to warm up to room temperature and stirred for 12 h. The solvent was removed and the crude product was purified using s... The reactants are S1C(=CC=C1)CC(=O)O (2-thienyl-acetic acid), C1=CC2=C(N=C1)N(N=N2)O (HOAT), CCN(C(C)C)C(C)C (DIPEA), COC(C1=CC(=C(C=C1)N[C@H]1[C@@H](CCCC1)C)N)=O (3-Amino-4-((1R,2R)-2-methyl-cyclohexylamino)-benzoic acid methyl ester), CCN(C(C)C)C(C)C (DIPEA), Cl (hydrochloric acid). The solvent is O (water), CN(C)C=O (DMF), C(CCl)Cl (EDC). Conditions: time 16 hour. Yields the product COC(C1=CC(=C(C=C1)N[C@H]1[C@@H](CCCC1)C)NC(CC=1SC=CC1)=O)=O (4-((1R,2R)-2-Methyl-cyclohexylamino)-3-(2-thiophen-2-yl-acetylamino)-benzoic acid methyl ester). Yield: 86.4%. As a reaction SMILES: [S:1]1[CH:5]=[CH:4][CH:3]=[C:2]1[CH2:6][C:7]([OH:9])=O.C1C=NC2N(O)N=NC=2C=1.CCN(C(C)C)C(C)C.[CH3:29][O:30][C:31](=[O:47])[C:32]1[CH:37]=[CH:36][C:35]([NH:38][C@@H:39]2[CH2:44][CH2:43][CH2:42][CH2:41][C@H:40]2[CH3:45])=[C:34]([NH2:46])[CH:33]=1.Cl>CN(C=O)C.O.C(Cl)CCl>[CH3:29][O:30][C:31](=[O:47])[C:32]1[CH:37]=[CH:36][C:35]([NH:38][C@@H:39]2[CH2:44][CH2:43][CH2:42][CH2:41][C@H:40]2[CH3:45])=[C:34]([NH:46][C:7](=[O:9])[CH2:6][C:2]2[S:1][CH:5]=[CH:4][CH:3]=2)[CH:33]=1. Reported procedure: To a solution of 4.46 g of 2-thienyl-acetic acid in 80 ml of dry DMF 1.94 g of HOAT, 6.56 g of EDC and 9 ml of DIPEA were added at 0° C. After 30 min 7.48 g of 3-Amino-4-((1R,2R)-2-methyl-cyclohexylamino)-benzoic acid methyl ester were added, followed by the addition of 9 ml of DIPEA and the reaction was stirred at rt for 16 h. The reaction was then poured into water, brought to pH3 by the addition of 2 M aqueous hydrochloric acid and extracted with ethyl acetate three times. The combined organi...